Dataset: the Open Reaction Database (ORD), a public repository of structured organic reaction records. Task: describe an organic reaction: reactants, conditions, products, and yield The reactants are CCCCO, CN(C)CC(O)COc1ccc(N)cc1, CO, Fc1ccc(Nc2ccnc(Cl)n2)c(F)c1, Cl. Yields the product CN(C)CC(O)COc1ccc(Nc2nccc(Nc3ccc(F)cc3F)n2)cc1. As a reaction SMILES: [CH2:35]([OH:36])[CH2:37][CH2:38][CH3:39].[CH3:18][N:19]([CH3:20])[CH2:21][CH:22]([CH2:23][O:24][c:25]1[cH:26][cH:27][c:28]([NH2:29])[cH:30][cH:31]1)[OH:32].[CH3:33][OH:34].[Cl:1][c:2]1[n:3][cH:4][cH:5][c:6]([NH:8][c:9]2[c:10]([F:16])[cH:11][c:12]([F:15])[cH:13][cH:14]2)[n:7]1.[ClH:17]>>[c:2]1([NH:29][c:28]2[cH:27][cH:26][c:25]([O:24][CH2:23][CH:22]([CH2:21][N:19]([CH3:18])[CH3:20])[OH:32])[cH:31][cH:30]2)[n:3][cH:4][cH:5][c:6]([NH:8][c:9]2[c:10]([F:16])[cH:11][c:12]([F:15])[cH:13][cH:14]2)[n:7]1. The reactants are NC1=CC(=NN1C1=CC(=CC=C1)OCC1=CC=CC=C1)C(=O)OCC (ethyl 5-amino-1-(3-(benzyloxy)phenyl)-1H-pyrazole-3-carboxylate), ClC1=C(C(=O)O)C=C(C=C1)Br (2-chloro-5-bromobenzoic acid). Product: C(C1=CC=CC=C1)OC=1C=C(C=CC1)N1N=C(C=C1NC(C1=C(C=CC(=C1)Br)Cl)=O)C(=O)OCC (Ethyl 1-(3-(benzyloxy)phenyl)-5-(5-bromo-2-chlorobenzamido)-1H-pyrazole-3-carboxylate). Reaction SMILES: [NH2:1][C:2]1[N:6]([C:7]2[CH:12]=[CH:11][CH:10]=[C:9]([O:13][CH2:14][C:15]3[CH:20]=[CH:19][CH:18]=[CH:17][CH:16]=3)[CH:8]=2)[N:5]=[C:4]([C:21]([O:23][CH2:24][CH3:25])=[O:22])[CH:3]=1.[Cl:26][C:27]1[CH:35]=[CH:34][C:33]([Br:36])=[CH:32][C:28]=1[C:29](O)=[O:30]>>[CH2:14]([O:13][C:9]1[CH:8]=[C:7]([N:6]2[C:2]([NH:1][C:29](=[O:30])[C:28]3[CH:32]=[C:33]([Br:36])[CH:34]=[CH:35][C:27]=3[Cl:26])=[CH:3][C:4]([C:21]([O:23][CH2:24][CH3:25])=[O:22])=[N:5]2)[CH:12]=[CH:11][CH:10]=1)[C:15]1[CH:20]=[CH:19][CH:18]=[CH:17][CH:16]=1. Procedure: The title compound was prepared according to the method described for Preparation 16 using ethyl 5-amino-1-(3-(benzyloxy)phenyl)-1H-pyrazole-3-carboxylate (Preparation 54) and 2-chloro-5-bromobenzoic acid. The residue was purified using silica gel column chromatography eluting with 30-40% EtOAc in heptanes. Starting materials: C1=CC(=C(C=C1[C@@H]2[C@@H](CC=3C(=CC(=CC3O2)O)O)OC(=O)C=4C=C(C(=C(C4)O)O)O)O)O ((-) Epicatechin gallate), C=1C(=CC(=C(C1O)O)O)[C@@H]2[C@@H](CC=3C(=CC(=CC3O2)O)O)OC(=O)C=4C=C(C(=C(C4)O)O)O ((-) Epigallocatechin gallate), C1[C@H]([C@H](OC2=CC(=CC(=C21)O)O)C3=CC(=C(C(=C3)O)O)O)OC(=O)C4=CC(=C(C(=C4)O)O)O (EGCg). Product: C=1C(=CC(=C(C1O)O)O)[C@@H]2[C@@H](CC=3C(=CC(=CC3O2)O)O)O ((-) Epigallocatechin). Reaction SMILES: C1C([C@H]2OC3C=C(O)C=C(O)C=3C[C@H]2OC(C2C=C(O)C(O)=C(O)C=2)=O)=CC(O)=C(O)C=1.[CH:33]1[C:34]([C@H:42]2[O:51][C:50]3[CH:49]=[C:48]([OH:52])[CH:47]=[C:46]([OH:53])[C:45]=3[CH2:44][C@H:43]2[O:54]C(C2C=C(O)C(O)=C(O)C=2)=O)=[CH:35][C:36]([OH:41])=[C:37]([OH:40])[C:38]=1[OH:39]>>[CH:33]1[C:34]([C@H:42]2[O:51][C:50]3[CH:49]=[C:48]([OH:52])[CH:47]=[C:46]([OH:53])[C:45]=3[CH2:44][C@H:43]2[OH:54])=[CH:35][C:36]([OH:41])=[C:37]([OH:40])[C:38]=1[OH:39]. Procedure: (-) Epicatechin gallate (R1 =H, ##STR3## (hereinafter abbreviated to "ECg"); and (-) Epigallocatechin gallate (R1 =OH, ##STR4## (hereinafter abbreviated to "EGCg"). The reactants are C1(CCCCC1)COC=1C=CC2=C(CCCCC2)C1 (2-cyclohexylmethoxy-6,7,8,9-tetrahydro-5H-benzocycloheptene), S(=O)(=O)([O-])OOS(=O)(=O)[O-].[K+].[K+] (potassium persulfate), CC#N.O (CH3CN H2O). The reagents and catalysts are O.O.O.O.O.S(=O)(=O)([O-])[O-].[Cu+2] (copper(II) sulfate pentahydrate). Run in O (water). Product: C1(CCCCC1)COC=1C=CC2=C(CCCCC2=O)C1 (2-Cyclohexylmethoxy-6,7,8,9-tetrahydro-benzocyclohepten-5-one). RXN SMILES: [CH:1]1([CH2:7][O:8][C:9]2[CH:10]=[CH:11][C:12]3[CH2:18][CH2:17][CH2:16][CH2:15][CH2:14][C:13]=3[CH:19]=2)[CH2:6][CH2:5][CH2:4][CH2:3][CH2:2]1.S(OOS([O-])(=O)=O)([O-])(=O)=[O:21].[K+].[K+].CC#N.O>O.O.O.O.O.O.S([O-])([O-])(=O)=O.[Cu+2]>[CH:1]1([CH2:7][O:8][C:9]2[CH:10]=[CH:11][C:12]3[C:18](=[O:21])[CH2:17][CH2:16][CH2:15][CH2:14][C:13]=3[CH:19]=2)[CH2:2][CH2:3][CH2:4][CH2:5][CH2:6]1 |f:1.2.3,4.5,7.8.9.10.11.12.13|. Procedure: A mixture of 2-cyclohexylmethoxy-6,7,8,9-tetrahydro-5H-benzocycloheptene (0.50 g, 1.94 mmol), potassium persulfate (1.57 g, 5.82 mmol), copper(II) sulfate pentahydrate (0.48 g, 1.94 mmol) and CH3CN/H2O (1:1, 13 mL) were heated at reflux for 45 min. After cooling the mixture was diluted with water and extracted with EtOAc. The combined extracts were washed with water, dried over magnesium sulfate, concentrated, and chomatographed over silica gel (20% EtOAc/hexane) to a white solid (0.46 g, 87%). ...